describe an organic reaction: reactants, conditions, products, and yield From a dataset of the Open Reaction Database (ORD), a public repository of structured organic reaction records. Starting materials: NC=1C=C(C(=O)N)C=CC1 (3-aminobenzamide), C1=CN(C=N1)C(=O)N2C=CN=C2 (CDI), C(=O)(C(F)(F)F)O (TFA), Cl.Cl.CN1CC2=C(CC1)N=C(S2)NC(C2=CC(=CC=C2)C2NCCC2)=O (N-(5-methyl-4,5,6,7-tetrahydro-thiazolo[5,4-c]pyridin-2-yl)-3-pyrrolidin-2-yl-benzamide di-HCl). Reagents/catalysts: CN(C)C=1C=CN=CC1 (DMAP). Run in CN(C)C=O (DMF), CN(C)C=O (DMF), O (water). Conditions: temperature 90 celsius. The product is FC(C(=O)O)(F)F.C(N)(=O)C=1C=C(C=CC1)NC(=O)N1C(CCC1)C1=CC(=CC=C1)C(NC=1SC=2CN(CCC2N1)C)=O (2-[3-(5-Methyl-4,5,6,7-tetrahydro-thiazolo[5,4-c]pyridin-2-ylcarbamoyl)-phenyl]-pyrrolidine-1-carboxylic acid (3-carbamoyl-phenyl)-amide trifluoroacetic acid). Reaction SMILES: [NH2:1][C:2]1[CH:3]=[C:4]([CH:8]=[CH:9][CH:10]=1)[C:5]([NH2:7])=[O:6].C1N=CN([C:16](N2C=NC=C2)=[O:17])C=1.Cl.Cl.[CH3:25][N:26]1[CH2:31][CH2:30][C:29]2[N:32]=[C:33]([NH:35][C:36](=[O:48])[C:37]3[CH:42]=[CH:41][CH:40]=[C:39]([CH:43]4[CH2:47][CH2:46][CH2:45][NH:44]4)[CH:38]=3)[S:34][C:28]=2[CH2:27]1.[C:49]([OH:55])([C:51]([F:54])([F:53])[F:52])=[O:50]>CN(C1C=CN=CC=1)C.CN(C=O)C.O>[F:52][C:51]([F:54])([F:53])[C:49]([OH:55])=[O:50].[C:5]([C:4]1[CH:3]=[C:2]([NH:1][C:16]([N:44]2[CH2:45][CH2:46][CH2:47][CH:43]2[C:39]2[CH:40]=[CH:41][CH:42]=[C:37]([C:36](=[O:48])[NH:35][C:33]3[S:34][C:28]4[CH2:27][N:26]([CH3:25])[CH2:31][CH2:30][C:29]=4[N:32]=3)[CH:38]=2)=[O:17])[CH:10]=[CH:9][CH:8]=1)(=[O:6])[NH2:7] |f:2.3.4,9.10|. Procedure details: Stir a solution of 3-aminobenzamide (51 mg, 0.362 mmol), CDI (60 mg, 0.362 mmol), and DMAP (45 mg, 0.362 mmol) in DMF (1.5 mL) at 90° C. for 30 min. A precipitate forms from the initial homogenous solution. Add N-(5-methyl-4,5,6,7-tetrahydro-thiazolo[5,4-c]pyridin-2-yl)-3-pyrrolidin-2-yl-benzamide di-HCl (100 mg, 0.241 mmol) to the hot reaction followed by more DMF (1 mL) and continue heating at 90° C. for 20 min. Cool the reaction to room temperature, dilute with water (1 mL), acidify with TFA ... Reactants: BrCc1ccccc1, Cn1c(=O)c2[nH]c(C3CCN(C(=O)OCc4ccccc4)CC3)nc2c2ccccc21, [H-], [Na+]. Yields the product Cn1c(=O)c2c(nc(C3CCN(C(=O)OCc4ccccc4)CC3)n2Cc2ccccc2)c2ccccc21. RXN SMILES: [Br:34][CH2:35][c:36]1[cH:37][cH:38][cH:39][cH:40][cH:41]1.[CH2:1]([c:2]1[cH:3][cH:4][cH:5][cH:6][cH:7]1)[O:8][C:9](=[O:10])[N:11]1[CH2:12][CH2:13][CH:14]([c:17]2[n:18][c:19]3[c:20]([c:21](=[O:30])[n:22]([CH3:29])[c:23]4[cH:24][cH:25][cH:26][cH:27][c:28]34)[nH:31]2)[CH2:15][CH2:16]1.[H-:33].[Na+:32]>>[CH2:1]([c:2]1[cH:3][cH:4][cH:5][cH:6][cH:7]1)[O:8][C:9](=[O:10])[N:11]1[CH2:12][CH2:13][CH:14]([c:17]2[n:18][c:19]3[c:20]([c:21](=[O:30])[n:22]([CH3:29])[c:23]4[cH:24][cH:25][cH:26][cH:27][c:28]34)[n:31]2[CH2:35][c:36]2[cH:37][cH:38][cH:39][cH:40][cH:41]2)[CH2:15][CH2:16]1.